Dataset: the Open Reaction Database (ORD), a public repository of structured organic reaction records. Task: describe an organic reaction: reactants, conditions, products, and yield Reactants: CI (MeI), C1(CC=CCC1)CO (3-Cyclohexene-1-methanol), [H-].[Na+] (NaH). The solvent is C1CCOC1 (THF), C1CCOC1 (THF), C1CCOC1 (THF), O (water). Run at time 16 hour. Yields the product COCC1CC=CCC1 (4-(Methoxymethyl)cyclohexene). As a reaction SMILES: [CH:1]1([CH2:7][OH:8])[CH2:6][CH2:5][CH:4]=[CH:3][CH2:2]1.[H-].[Na+].[CH3:11]I>C1COCC1.O>[CH3:11][O:8][CH2:7][CH:1]1[CH2:6][CH2:5][CH:4]=[CH:3][CH2:2]1 |f:1.2|. Procedure details: 3-Cyclohexene-1-methanol (8.92 mmol, 1.00 g) and NaH (17.8 mmol, 428 mg) were mixed in THF (30 mL) at rt, and the THF solution was stirred for 1 h at rt. MeI (17.8 mmol, 1.10 mL) was added slowly into the above THF solution. After stirring for 16 h at rt, the solution was diluted with water (30 ml), and then was extracted with diethyl ether (2×30 mL). The organic layer was dried over Na2SO4, was concentrated by rotory evaporation, and then was distilled to generate the final product 17 as a colo... Reactants: Cl.C(C)(=O)OCC (Hydrochloric acid ethyl acetate), CN(CCCN1C(=NC2=C1C=CC(=C2)C(=O)OCC)CCCCCCCCCCCCCCCCC)C (ethyl 1-[3-(dimethylamino)propyl]-2-heptadecyl-1H-benzimidazole-5-carboxylate). Solvent: C(C)(=O)OCC (ethyl acetate). Reaction conditions: time 10 minute. Yields the product Cl.CN(CCCN1C(=NC2=C1C=CC(=C2)C(=O)OCC)CCCCCCCCCCCCCCCCC)C (Ethyl 1-[3-(dimethylamino)propyl]-2-heptadecyl-1H-benzimidazole-5-carboxylate monohydrochloride). RXN SMILES: [ClH:1].C(OCC)(=O)C.[CH3:8][N:9]([CH3:44])[CH2:10][CH2:11][CH2:12][N:13]1[C:17]2[CH:18]=[CH:19][C:20]([C:22]([O:24][CH2:25][CH3:26])=[O:23])=[CH:21][C:16]=2[N:15]=[C:14]1[CH2:27][CH2:28][CH2:29][CH2:30][CH2:31][CH2:32][CH2:33][CH2:34][CH2:35][CH2:36][CH2:37][CH2:38][CH2:39][CH2:40][CH2:41][CH2:42][CH3:43]>C(OCC)(=O)C>[ClH:1].[CH3:44][N:9]([CH3:8])[CH2:10][CH2:11][CH2:12][N:13]1[C:17]2[CH:18]=[CH:19][C:20]([C:22]([O:24][CH2:25][CH3:26])=[O:23])=[CH:21][C:16]=2[N:15]=[C:14]1[CH2:27][CH2:28][CH2:29][CH2:30][CH2:31][CH2:32][CH2:33][CH2:34][CH2:35][CH2:36][CH2:37][CH2:38][CH2:39][CH2:40][CH2:41][CH2:42][CH3:43] |f:0.1,4.5|. Procedure: 4N Hydrochloric acid/ethyl acetate solution (0.19 ml) was added to a solution containing ethyl 1-[3-(dimethylamino)propyl]-2-heptadecyl-1H-benzimidazole-5-carboxylate (0.38 g) in ethyl acetate (4 ml). After being stirred for 10 minutes at room temperature, the reaction mixture was concentrated. The residue was recrystallized with ethyl acetate, thereby yielding the entitled compound (0.29 g) as grayish yellow solid. The reactants are O (Water), BrC=1C=C2C=CC=NC2=CC1C (6-bromo-7-methyl-quinoline), Cl (HCl), [OH-].[K+] (KOH). Reagents/catalysts: C=1C=CC(=CC1)/C=C/C(=O)/C=C/C2=CC=CC=C2.C=1C=CC(=CC1)/C=C/C(=O)/C=C/C2=CC=CC=C2.C=1C=CC(=CC1)/C=C/C(=O)/C=C/C2=CC=CC=C2.[Pd].[Pd] (tris(dibenzylideneacetone)dipalladium(0)), CC(C)C1=CC(=C(C(=C1)C(C)C)C2=C(C=CC=C2)P(C3CCCCC3)C4CCCCC4)C(C)C (X-Phos). Run in O1CCOCC1 (1,4-dioxane). Conditions: temperature 100 celsius, time 2 hour. The product is CC1=C(C=C2C=CC=NC2=C1)O (7-methyl-quinolin-6-ol). Isolated yield 95.6%. As a reaction SMILES: Br[C:2]1[CH:3]=[C:4]2[C:9](=[CH:10][C:11]=1[CH3:12])[N:8]=[CH:7][CH:6]=[CH:5]2.[OH-:13].[K+].O.Cl>C1C=CC(/C=C/C(/C=C/C2C=CC=CC=2)=O)=CC=1.C1C=CC(/C=C/C(/C=C/C2C=CC=CC=2)=O)=CC=1.C1C=CC(/C=C/C(/C=C/C2C=CC=CC=2)=O)=CC=1.[Pd].[Pd].CC(C1C=C(C(C)C)C(C2C=CC=CC=2P(C2CCCCC2)C2CCCCC2)=C(C(C)C)C=1)C.O1CCOCC1>[CH3:12][C:11]1[CH:10]=[C:9]2[C:4]([CH:5]=[CH:6][CH:7]=[N:8]2)=[CH:3][C:2]=1[OH:13] |f:1.2,5.6.7.8.9|. Reported procedure: A vial was purged with nitrogen and charged with 6-bromo-7-methyl-quinoline (2.0 g, 9 mmol), grounded KOH (2.02 g, 36 mmol), tris(dibenzylideneacetone)dipalladium(0) (165 mg, 0.18 mmol), and X-Phos (Strem ligand, 343 mg, 0.72 mmol). Water (6 mL) and 1,4-dioxane (6 mL) were added, and the reaction mixture was stirred at 100° C. for 2 h. After cooling to room temperature, the reaction mixture was acidified to pH 5 with 1 N aqueous HCl and extracted with ethyl acetate (2×). The combined organic lay... Reactants: OC=1C=2C=3CC(CCC3SC2N=CN1)CC(=O)OCC (ethyl 2-[3-hydroxy-8-thia-4,6-diazatricyclo[7.4.0.0[2,7]]trideca-1(9),2(7),3,5-tetraen-12-yl]acetate), O=P(Cl)(Cl)Cl (POCl3). Reaction conditions: temperature 90 celsius, time 1 hour. Product: ClC=1C=2C=3CC(CCC3SC2N=CN1)CC(=O)OCC (ethyl 2-[3-chloro-8-thia-4,6-diazatricyclo[7.4.0.0[2,7]]trideca-1(9),2(7),3,5-tetraen-12-yl]acetate). Yield: 62.1%. RXN SMILES: O[C:2]1[C:3]2[C:4]3[CH2:5][CH:6]([CH2:15][C:16]([O:18][CH2:19][CH3:20])=[O:17])[CH2:7][CH2:8][C:9]=3[S:10][C:11]=2[N:12]=[CH:13][N:14]=1.O=P(Cl)(Cl)[Cl:23]>>[Cl:23][C:2]1[C:3]2[C:4]3[CH2:5][CH:6]([CH2:15][C:16]([O:18][CH2:19][CH3:20])=[O:17])[CH2:7][CH2:8][C:9]=3[S:10][C:11]=2[N:12]=[CH:13][N:14]=1. Reported procedure: A 250-mL round-bottom flask was charged with a solution of ethyl 2-[3-hydroxy-8-thia-4,6-diazatricyclo[7.4.0.0[2,7]]trideca-1(9),2(7),3,5-tetraen-12-yl]acetate (10.10 g, 34.55 mmol, 1.00 equiv) in POCl3 (80 g, 521.75 mmol, 15.00 equiv) was stirred for 1 h at 90° C. in an oil bath under nitrogen. The resulting mixture was concentrated under vacuum. The residue was added dropwise to a cooled saturated aqueous sodium bicarbonate and extracted with 3×200 mL of ethyl acetate. The combined organic lay... The reactants are C(CCC)NC(=O)NCCC (1-butyl-3-propylurea), C(=O)C=O (glyoxal), S(O)(O)(=O)=O (sulfuric acid). The solvent is C(C)(C)O (isopropyl alcohol). Product: C(C)(C)OC1N(C(N(C1OC(C)C)CCCC)=O)CCC (4,5-diisopropoxy-1-butyl-3-propylimidazolidin-2-one). The yield is 33.0%. RXN SMILES: [CH2:1]([NH:5][C:6]([NH:8][CH2:9][CH2:10][CH3:11])=[O:7])[CH2:2][CH2:3][CH3:4].[CH:12]([CH:14]=[O:15])=[O:13].S(=O)(=O)(O)O>C(O)(C)C>[CH:2]([O:13][CH:12]1[CH:14]([O:15][CH:10]([CH3:11])[CH3:9])[N:5]([CH2:1][CH2:2][CH2:3][CH3:4])[C:6](=[O:7])[N:8]1[CH2:9][CH2:10][CH3:11])([CH3:3])[CH3:1]. Procedure: Example 11 was repeated with 4.21 g of 1-butyl-3-propylurea, 4 ml of 40% aqueous glyoxal, 80 ml of isopropyl alcohol and 1 ml of conc. sulfuric acid. After work up and silica gel chromatography gave 2.6 g (33%) of an oil. The reactants are BrC=1C=CC(=C(C1)C1=NC2=CC=C(C=C2C=C1)C1=NC2=C(N1C1CCCCC1)C=CC(=C2)C(=O)O)O (2-[2-(5-Bromo-2-hydroxy-phenyl)-quinolin-6-yl]-1-cyclohexyl-1H-benzoimidazole-5-carboxylic acid), [OH-].[K+] (KOH), Compound 354e, O1COC2=C1C=CC(=C2)C(C)=O (1-benzo[1,3]dioxol-5-yl-ethanone). Solvent: C(C)O (ethanol), C(C)O (ethanol). Product: O1COC2=C1C=CC(=C2)C2=NC1=CC=C(C=C1C=C2)C2=NC1=C(N2C2CCCCC2)C=CC(=C1)C(=O)O (2-(2-benzo[1,3]dioxol-5-yl-quinolin-6-yl)-1-cyclohexyl-1H-benzoimidazole-5-carboxylic acid). Isolated yield 24.0%. Reaction SMILES: Br[C:2]1[CH:3]=[CH:4][C:5](O)=[C:6]([C:8]2[CH:17]=[CH:16][C:15]3[C:10](=[CH:11][CH:12]=[C:13]([C:18]4[N:22]([CH:23]5[CH2:28][CH2:27][CH2:26][CH2:25][CH2:24]5)[C:21]5[CH:29]=[CH:30][C:31]([C:33]([OH:35])=[O:34])=[CH:32][C:20]=5[N:19]=4)[CH:14]=3)[N:9]=2)[CH:7]=1.[O:37]1C2C=CC(C(=O)C)=CC=2[O:39][CH2:38]1.[OH-].[K+]>C(O)C>[O:37]1[C:3]2[CH:4]=[CH:5][C:6]([C:8]3[CH:17]=[CH:16][C:15]4[C:10](=[CH:11][CH:12]=[C:13]([C:18]5[N:22]([CH:23]6[CH2:24][CH2:25][CH2:26][CH2:27][CH2:28]6)[C:21]6[CH:29]=[CH:30][C:31]([C:33]([OH:35])=[O:34])=[CH:32][C:20]=6[N:19]=5)[CH:14]=4)[N:9]=3)=[CH:7][C:2]=2[O:39][CH2:38]1 |f:2.3|. Reported procedure: Following the procedure and workup for Compound 354, Compound 354e (100 mg, 0.256 mmol) was reacted with 1-benzo[1,3]dioxol-5-yl-ethanone (0.256 mmol) in ethanol (2 mL) using 10% w/v KOH in ethanol (506 μL, 0.64 mmol) to produce the title compound (30 mg, 24% yield).